Dataset: the Open Reaction Database (ORD), a public repository of structured organic reaction records. Task: describe an organic reaction: reactants, conditions, products, and yield Reactants: O (water), C(#N)C1=NN(C(=C1SC(F)(F)F)C=O)C1=C(C=C(C=C1Cl)C(F)(F)F)Cl (3-cyano-1-(2,6-dichloro-4-trifluoromethylphenyl)-5-formyl-4-trifluoromethylthiopyrazole), [BH4-].[Na+] (sodium borohydride), Cl (hydrochloric acid). Run in C(C)O (ethanol). Conditions: time 1 hour. The product is C(#N)C1=NN(C(=C1SC(F)(F)F)CO)C1=C(C=C(C=C1Cl)C(F)(F)F)Cl (3-cyano-1-(2,6-dichloro-4-trifluoromethylphenyl)-5-hydroxymethyl-4-trifluoromethylthiopyrazole). RXN SMILES: [C:1]([C:3]1[C:7]([S:8][C:9]([F:12])([F:11])[F:10])=[C:6]([CH:13]=[O:14])[N:5]([C:15]2[C:20]([Cl:21])=[CH:19][C:18]([C:22]([F:25])([F:24])[F:23])=[CH:17][C:16]=2[Cl:26])[N:4]=1)#[N:2].[BH4-].[Na+].Cl.O>C(O)C>[C:1]([C:3]1[C:7]([S:8][C:9]([F:10])([F:12])[F:11])=[C:6]([CH2:13][OH:14])[N:5]([C:15]2[C:20]([Cl:21])=[CH:19][C:18]([C:22]([F:24])([F:25])[F:23])=[CH:17][C:16]=2[Cl:26])[N:4]=1)#[N:2] |f:1.2|. Reported procedure: The product of Example 3 (5.0 g, 0.012 mol) was added to a mixture of sodium borohydride (0.5 g, 0.013 mol) in anhydrous ethanol at 5° C. After 1 hour, 10% aqueous hydrochloric acid solution (35 ml) was added slowly with copious gas evolution. The mixture was poured into water and washed with diethyl ether. The organic phase was washed with saturated sodium chloride solution, dried over magnesium sulfate, filtered and concentrated under reduced pressure to provide the title compound as a white s... The reactants are CN, O=[N+]([O-])c1cccc(CS(=O)(=O)Cl)c1, c1ccccc1. Yields the product CNS(=O)(=O)Cc1cccc([N+](=O)[O-])c1. Reaction SMILES: [CH3:1][NH2:2].[N+:3](=[O:4])([O-:5])[c:6]1[cH:7][c:8]([CH2:12][S:13](=[O:14])(=[O:15])[Cl:16])[cH:9][cH:10][cH:11]1.[cH:17]1[cH:18][cH:19][cH:20][cH:21][cH:22]1>>[CH3:1][NH:2][S:13]([CH2:12][c:8]1[cH:7][c:6]([N+:3](=[O:4])[O-:5])[cH:11][cH:10][cH:9]1)(=[O:14])=[O:15].